This data is from the Open Reaction Database (ORD), a public repository of structured organic reaction records. The task is: describe an organic reaction: reactants, conditions, products, and yield RXN SMILES: [C:16]([CH3:17])([CH3:18])([CH3:19])[Si:20]([c:21]1[cH:22][cH:23][cH:24][cH:25][cH:26]1)([c:27]1[cH:28][cH:29][cH:30][cH:31][cH:32]1)[Cl:33].[CH2:1]([CH2:2][CH2:3][CH2:4][OH:5])[OH:6].[CH:7]([N:8]([CH:9]([CH3:10])[CH3:11])[CH2:12][CH3:13])([CH3:14])[CH3:15].[Cl:36][CH2:37][Cl:38].[N:34]#[N:35]>>[CH2:1]([CH2:2][CH2:3][CH2:4][O:5][Si:20]([C:16]([CH3:17])([CH3:18])[CH3:19])([c:21]1[cH:22][cH:23][cH:24][cH:25][cH:26]1)[c:27]1[cH:28][cH:29][cH:30][cH:31][cH:32]1)[OH:6]. Product: CC(C)(C)[Si](OCCCCO)(c1ccccc1)c1ccccc1. Starting materials: CC(C)(C)[Si](Cl)(c1ccccc1)c1ccccc1, OCCCCO, CCN(C(C)C)C(C)C, ClCCl, N#N. The reactants are ClC1=C(C(=CC=C1)Cl)C1=CC2=C(N=C(N=C2)S(=O)(=O)C)N(C1=O)C (6-(2,6-Dichlorophenyl)-2-methanesulfonyl-8-methyl-8H-pyrido[2,3-d]pyrimidin-7-one), OCC=1C=C(N)C=CC1 (3-(hydroxymethyl)aniline), C(C)(=O)O (acetic acid). The solvent is O (Water). Run at temperature 180 celsius. Yields the product ClC1=C(C(=CC=C1)Cl)C1=CC2=C(N=C(N=C2)NC2=CC(=CC=C2)CO)N(C1=O)C (6-(2,6-Dichlorophenyl)-2-(3-hydroxymethylphenylamino)-8-methyl-8H-pyrido[2,3-d]pyrimidin-7-one). RXN SMILES: [Cl:1][C:2]1[CH:7]=[CH:6][CH:5]=[C:4]([Cl:8])[C:3]=1[C:9]1[C:22](=[O:23])[N:21]([CH3:24])[C:12]2[N:13]=[C:14](S(C)(=O)=O)[N:15]=[CH:16][C:11]=2[CH:10]=1.[OH:25][CH2:26][C:27]1[CH:28]=[C:29]([CH:31]=[CH:32][CH:33]=1)[NH2:30].C(O)(=O)C>O>[Cl:1][C:2]1[CH:7]=[CH:6][CH:5]=[C:4]([Cl:8])[C:3]=1[C:9]1[C:22](=[O:23])[N:21]([CH3:24])[C:12]2[N:13]=[C:14]([NH:30][C:29]3[CH:31]=[CH:32][CH:33]=[C:27]([CH2:26][OH:25])[CH:28]=3)[N:15]=[CH:16][C:11]=2[CH:10]=1. Reported procedure: A mixture of 0.155 g (0.40 mmol) of 6-(2,6-dichlorophenyl)-2-methanesulfonyl-8-methyl-8H-pyrido[2,3-d]pyrimidin-7-one of Example 39 and 0.500 g (4.10 mmol) of 3-(hydroxymethyl)aniline was heated in a 180° C. oil bath for 10 minutes. At ca. 120° C., 2 mL of glacial acetic acid were added to dissolve the gum. Water (20 mL) was added to precipitate a solid. The mixture was filtered. The cake was washed well with water and dried; wt 0.130 g. Purification was effected by silica gel chromatography elu... The reactants are C(C)OC(C(C)(OC1=CC=C(C=C1)OCCC=1N=C(OC1C)C1=CC=C(C=C1)CCC1=CC=CC=C1)C)=O (2-Methyl-2-(4-{2-[5-methyl-2-(4-phenethylphenyl)oxazol-4-yl]ethoxy}phenoxy)-propionic acid ethyl ester). The solvent is hexanes, CCOC(=O)C (EtOAc). Product: C(C)OC(C(C)(C)OC1=CC=C(C=C1)OCCC=1N=C(OC1C)C1=CC=C(C=C1)CC)=O (2-(4-{2-[2-(4-Ethylphenyl)-5-methyloxazol-4-yl]ethoxy}phenoxy)-2-methylpropionic acid ethyl ester). RXN SMILES: [CH2:1]([O:3][C:4](=[O:38])[C:5]([CH3:37])([O:7][C:8]1[CH:13]=[CH:12][C:11]([O:14][CH2:15][CH2:16][C:17]2[N:18]=[C:19]([C:23]3[CH:28]=[CH:27][C:26]([CH2:29][CH2:30]C4C=CC=CC=4)=[CH:25][CH:24]=3)[O:20][C:21]=2[CH3:22])=[CH:10][CH:9]=1)[CH3:6])[CH3:2]>CCOC(C)=O>[CH2:1]([O:3][C:4](=[O:38])[C:5]([O:7][C:8]1[CH:9]=[CH:10][C:11]([O:14][CH2:15][CH2:16][C:17]2[N:18]=[C:19]([C:23]3[CH:28]=[CH:27][C:26]([CH2:29][CH3:30])=[CH:25][CH:24]=3)[O:20][C:21]=2[CH3:22])=[CH:12][CH:13]=1)([CH3:37])[CH3:6])[CH3:2]. Reported procedure: 2-Methyl-2-(4-{2-[5-methyl-2-(4-phenethylphenyl)oxazol-4-yl]ethoxy}phenoxy)-propionic acid ethyl ester Rf=0.38 in 1:4 EtOAc:hexanes; 1H NMR (400 MHz, CDCl3) δ 7.82 (d, 2H), 7.24-7.16 (m, 7H), 6.82-6.74 (m, 4H), 4.22-4.16 (m, 4H), 2.95-2.86 (m, 6H), 2.31 (s, 3H), 1.50 (s, 6H), 1.24-1.20 (m, 6H); MS (EI) 536.2 (M+Na)+, 514.2 (M+H)+. The reactants are CS(C)=O, COc1ccc(CN(Cc2ccc(OC)cc2)c2nc(C)nc(-c3cccnc3Nc3cccc(OC(F)F)c3)n2)cc1, O=C(O)C(F)(F)F. Yields the product Cc1nc(N)nc(-c2cccnc2Nc2cccc(OC(F)F)c2)n1. As a reaction SMILES: [CH3:51][S:52]([CH3:53])=[O:54].[F:1][CH:2]([O:3][c:4]1[cH:5][c:6]([NH:10][c:11]2[n:12][cH:13][cH:14][cH:15][c:16]2-[c:17]2[n:18][c:19]([N:24]([CH2:25][c:26]3[cH:27][cH:28][c:29]([O:30][CH3:31])[cH:32][cH:33]3)[CH2:34][c:35]3[cH:36][cH:37][c:38]([O:39][CH3:40])[cH:41][cH:42]3)[n:20][c:21]([CH3:23])[n:22]2)[cH:7][cH:8][cH:9]1)[F:43].[F:44][C:45]([F:46])([F:47])[C:48]([OH:49])=[O:50]>>[F:1][CH:2]([O:3][c:4]1[cH:5][c:6]([NH:10][c:11]2[n:12][cH:13][cH:14][cH:15][c:16]2-[c:17]2[n:18][c:19]([NH2:24])[n:20][c:21]([CH3:23])[n:22]2)[cH:7][cH:8][cH:9]1)[F:43]. Reactants: BrC1=CC=C(C(C=O)=C1)O (5-bromosalicylaldehyde), Cl2Pd(PPh3)2, C(CCC)[Sn](CCCC)(CCCC)C=1SC=CC1 (tributylstannyl thiophene). The solvent is CCOCC (Et2O), CN(C)C=O (DMF). Conditions: temperature 80 celsius. The product is S1C(=CC=C1)C1=CC=C(C(C=O)=C1)O (5-(2-Thienyl)salicylaldehyde). Yield: 65.5%. Reaction SMILES: Br[C:2]1[CH:9]=[C:6]([CH:7]=[O:8])[C:5]([OH:10])=[CH:4][CH:3]=1.C([Sn]([C:24]1[S:25][CH:26]=[CH:27][CH:28]=1)(CCCC)CCCC)CCC>CN(C=O)C.CCOCC>[S:25]1[CH:26]=[CH:27][CH:28]=[C:24]1[C:2]1[CH:9]=[C:6]([CH:7]=[O:8])[C:5]([OH:10])=[CH:4][CH:3]=1. Procedure details: The synthesis of this compound is depicted schematically in FIG. 13. To a mixture of 5-bromosalicylaldehyde (2.847 g, 14.16 mmol) and Cl2Pd(PPh3)2 (0.497 g, 0.708 mmol, 0.05 equiv) was added tributylstannyl thiophene (6.75 mL, 21.24 mmol, 1.5 equiv) in 25 mL of DMF. The reaction mixture was heated at 80° C. 16 h, over which time the reaction color changed from light yellow to dark red. The reaction was cooled, diluted with Et2O and washed with dilute NH4Cl (4×150 mL). The organic layer was colle... Reactants: CS(=O)(=O)O (methanesulfonic acid), C(C1=CC=CC=C1)OC1=C(C=CC(=C1C(F)(F)F)OCC1=CC=CC=C1)C(CC(C)C)=O (1-(2,4-bis-benzyloxy-3-trifluoromethyl-phenyl)-3-methyl-butan-1-one). Run in CSC (dimethyl sulfide). Run at time 1 hour. Yields the product OC1=C(C=CC(=C1C(F)(F)F)O)C(CC(C)C)=O (1-(2,4-Dihydroxy-3-trifluoromethyl-phenyl)-3-methyl-butan-1-one). Yield: 51.9%. Reaction SMILES: CS(O)(=O)=O.C([O:13][C:14]1[C:19]([C:20]([F:23])([F:22])[F:21])=[C:18]([O:24]CC2C=CC=CC=2)[CH:17]=[CH:16][C:15]=1[C:32](=[O:37])[CH2:33][CH:34]([CH3:36])[CH3:35])C1C=CC=CC=1>CSC>[OH:13][C:14]1[C:19]([C:20]([F:21])([F:22])[F:23])=[C:18]([OH:24])[CH:17]=[CH:16][C:15]=1[C:32](=[O:37])[CH2:33][CH:34]([CH3:35])[CH3:36]. Reported procedure: Add methanesulfonic acid (41 mL) to a solution of 1-(2,4-bis-benzyloxy-3-trifluoromethyl-phenyl)-3-methyl-butan-1-one (19.1 g, 38.9 mmol) in dimethyl sulfide (146 mL) at room temperature under argon gas. Heat the reaction mixture gently to reflux overnight. Quench the reaction mixture with ice-water and stir for 1 hr. Separate the organic layer and extract the aqueous with ethyl acetate (3×). Combine the organic layers, wash with brine, dry over sodium sulfate, and concentrate to give a crude oi... The reactants are ClC1=NC=C(C(=N1)N[C@@H](CO)C)C=1SC=CC1 ((R)-2-(2-chloro-5-(2-thienyl)pyrimidine-4-ylamino)propan-1-ol), NC1=CC=C(C=C1)S(=O)(=NC(=O)N1CCOCC1)C ((RS)—S-(4-aminophenyl)-N-(morpholine-4-carbonyl)-S-methylsulphoximide). The product is N1(CCOCC1)C(=O)N=S(=O)(C)C1=CC=C(C=C1)NC1=NC=C(C(=N1)N[C@@H](CO)C)C=1SC=CC1 ((RS)—N-(morpholine-4-carbonyl)-S-(4-{[4-{[(R)-2-hydroxy-1-methylethyl]amino}-5-(2-thienyl)pyrimidine-2-yl]amino}phenyl)-S-methylsulfoximide). The yield is 7.0%. RXN SMILES: Cl[C:2]1[N:7]=[C:6]([NH:8][C@H:9]([CH3:12])[CH2:10][OH:11])[C:5]([C:13]2[S:14][CH:15]=[CH:16][CH:17]=2)=[CH:4][N:3]=1.[NH2:18][C:19]1[CH:24]=[CH:23][C:22]([S:25]([CH3:36])(=[N:27][C:28]([N:30]2[CH2:35][CH2:34][O:33][CH2:32][CH2:31]2)=[O:29])=[O:26])=[CH:21][CH:20]=1>>[N:30]1([C:28]([N:27]=[S:25]([C:22]2[CH:23]=[CH:24][C:19]([NH:18][C:2]3[N:7]=[C:6]([NH:8][C@H:9]([CH3:12])[CH2:10][OH:11])[C:5]([C:13]4[S:14][CH:15]=[CH:16][CH:17]=4)=[CH:4][N:3]=3)=[CH:20][CH:21]=2)([CH3:36])=[O:26])=[O:29])[CH2:35][CH2:34][O:33][CH2:32][CH2:31]1. Procedure details: In the reaction of (R)-2-(2-chloro-5-(2-thienyl)pyrimidine-4-ylamino)propan-1-ol (49.2 mg, 0.18 mmol) with (RS)—S-(4-aminophenyl)-N-(morpholine-4-carbonyl)-S-methylsulphoximide (47 mg, 0.17 mmol) according to procedure 5c, the desired product is obtained in 7% yield (6 mg) after chromatographic purification (silica gel, dichloromethane/ethanol (0%-20% ethanol) and HPLC). Reactants: CC1=C(C(=O)O)C(=CC(=N1)C)O (2,6-dimethyl-4-hydroxy-nicotinic acid), [N+](=O)(O)[O-] (nitric acid), ice. The solvent is S(O)(O)(=O)=O (sulphuric acid). The product is CC1=C(C(=O)O)C(=C(C(=N1)C)[N+](=O)[O-])O (2,6-dimethyl-5-nitro-4-hydroxy-nicotinic acid). The yield is 77.0%. RXN SMILES: [N+:1]([O-:4])(O)=[O:2].[CH3:5][C:6]1[N:14]=[C:13]([CH3:15])[CH:12]=[C:11]([OH:16])[C:7]=1[C:8]([OH:10])=[O:9]>S(=O)(=O)(O)O>[CH3:5][C:6]1[N:14]=[C:13]([CH3:15])[C:12]([N+:1]([O-:4])=[O:2])=[C:11]([OH:16])[C:7]=1[C:8]([OH:10])=[O:9]. Procedure details: 20 ml of 90% nitric acid is added to 100 ml of 98% sulphuric acid with stirring and cooling. To this solution is added portion-wise 6.9 g (41.1 mmol) of 2,6-dimethyl-4-hydroxy-nicotinic acid. The mixture is stirred at 80° C. for 1 hour, cooled down and added cautiously 300 g of crushed ice. The resulting suspension is filtered off. The cake is washed with water and dried. There is obtained 6.7 g (77%) of a white solid. Conditions: time 4 hour. Procedure details: To a solution of 3-methyl-1,2,4-thiadiazol-5-amine (1.00 g, 8.68 mmol) and pyridine (0.850 ml, 10.4 mmol) in tetrahydrofuran (30 ml) was added 2,2,2-trichloroethyl chloroformate (1.44 ml, 10.4 mmol) with ice-cooling and the mixture was stirred at room temperature for 4 hours. Water was added to the reaction mixture and the mixture was extracted with ethyl acetate. The extract was washed with water and dried over anhydrous magnesium sulfate and the solvent was distilled off under reduced pressure... Solvent: O1CCCC1 (tetrahydrofuran). Yield: 73.0%. Product: CC1=NSC(=N1)NC(OCC(Cl)(Cl)Cl)=O (2,2,2-Trichloroethyl (3-methyl-1,2,4-thiadiazol-5-yl)carbamate). Starting materials: O (Water), CC1=NSC(=N1)N (3-methyl-1,2,4-thiadiazol-5-amine), N1=CC=CC=C1 (pyridine), ClC(=O)OCC(Cl)(Cl)Cl (2,2,2-trichloroethyl chloroformate). RXN SMILES: [CH3:1][C:2]1[N:6]=[C:5]([NH2:7])[S:4][N:3]=1.N1C=CC=CC=1.Cl[C:15]([O:17][CH2:18][C:19]([Cl:22])([Cl:21])[Cl:20])=[O:16].O>O1CCCC1>[CH3:1][C:2]1[N:6]=[C:5]([NH:7][C:15](=[O:16])[O:17][CH2:18][C:19]([Cl:22])([Cl:21])[Cl:20])[S:4][N:3]=1. Reactants: COC1=CC=C(C=C1)C(C)(C1=CC=C(C=C1)[N+](=O)[O-])C1=CC=C(C=C1)OC (1,1-bis(4-methoxyphenyl)-1-(4-nitro-phenyl)ethane), COC1=CC=C(C=C1)C(C)(C1=CC=C(C=C1)[N+](=O)[O-])C1=CC=C(C=C1)OC (1,1-bis(4-methoxyphenyl)-1-(4-nitro-phenyl)ethane), [H][H] (hydrogen). Reagents/catalysts: [C].[Pd] (palladium carbon). Solvent: O1CCCC1 (tetrahydrofuran). The product is COC1=CC=C(C=C1)C(C)(C1=CC=C(C=C1)N)C1=CC=C(C=C1)OC (1,1-bis(4-methoxyphenyl)-1-(4-amino-phenyl)ethane). Reaction SMILES: [CH3:1][O:2][C:3]1[CH:8]=[CH:7][C:6]([C:9]([C:20]2[CH:25]=[CH:24][C:23]([O:26][CH3:27])=[CH:22][CH:21]=2)([C:11]2[CH:16]=[CH:15][C:14]([N+:17]([O-])=O)=[CH:13][CH:12]=2)[CH3:10])=[CH:5][CH:4]=1.[H][H]>[C].[Pd].O1CCCC1>[CH3:27][O:26][C:23]1[CH:22]=[CH:21][C:20]([C:9]([C:6]2[CH:5]=[CH:4][C:3]([O:2][CH3:1])=[CH:8][CH:7]=2)([C:11]2[CH:16]=[CH:15][C:14]([NH2:17])=[CH:13][CH:12]=2)[CH3:10])=[CH:25][CH:24]=1 |f:2.3|. Procedure: 70 g (0.19 mol) of the above synthesized 1,1-bis(4-methoxyphenyl)-1-(4-nitro-phenyl)ethane, 200 ml of tetrahydrofuran and 3.5 g of palladium carbon were placed in an Erlenmeyer flask, and the 1,1-bis(4-methoxyphenyl)-1-(4-nitro-phenyl)ethane was reduced by 13.65 l of hydrogen. After this reduction reaction, the tetrahydrofuran was distilled away from the reaction mixture under reduced pressure, whereby 1,1-bis(4-methoxyphenyl)-1-(4-amino-phenyl)ethane was obtained in the form of a white solid in...